From a dataset of the Open Reaction Database (ORD), a public repository of structured organic reaction records. describe an organic reaction: reactants, conditions, products, and yield The reactants are IC1=CC=C(C=C1)CC(=O)O (4-iodophenylacetic acid), N1=CNC2=C1C=CC=C2 (benzoimidazole), N1=CC=CC2=CC=C3C=CC=NC3=C12 (1,10-phenanthroline), C(=O)([O-])[O-].[Cs+].[Cs+] (Cs2CO3), Cl (HCl). Reagents/catalysts: C(/C1=CC=CC=C1)=C\C(=O)/C=C/C1=CC=CC=C1 (trans,trans-dibenzylideneacetone). The solvent is C=1(C(=CC=CC1)C)C (xylene), [OH-].[Na+] (NaOH). Run at temperature 125 celsius, time 88 hour. The product is N1(C=NC2=C1C=CC=C2)C2=CC=C(C=C2)CC(=O)O ((4-benzoimidazol-1-yl-phenyl)-acetic acid). The yield is 84.5%. Reaction SMILES: I[C:2]1[CH:7]=[CH:6][C:5]([CH2:8][C:9]([OH:11])=[O:10])=[CH:4][CH:3]=1.[N:12]1[C:16]2[CH:17]=[CH:18][CH:19]=[CH:20][C:15]=2[NH:14][CH:13]=1.N1C2C(=CC=C3C=2N=CC=C3)C=CC=1.C([O-])([O-])=O.[Cs+].[Cs+].Cl>C1(C)C(C)=CC=CC=1.[OH-].[Na+].C(=C/C(/C=C/C1C=CC=CC=1)=O)\C1C=CC=CC=1>[N:12]1([C:2]2[CH:7]=[CH:6][C:5]([CH2:8][C:9]([OH:11])=[O:10])=[CH:4][CH:3]=2)[C:16]2[CH:17]=[CH:18][CH:19]=[CH:20][C:15]=2[N:14]=[CH:13]1 |f:3.4.5,8.9|. Procedure details: A mixture of 4.4 g of 4-iodophenylacetic acid, 2.98 g of benzoimidazole, 197 mg of trans,trans-dibenzylideneacetone, 3.33 g of 1,10-phenanthroline, 211 mg of copper (I) trifluoromethanesulfonate benzene complex and 6 g of Cs2CO3 in 12 ml of xylene is stirred for 88 hours at 125° C. The mixture obtained is allowed to cool to rt and concentrated in vacuo. The concentration residue obtained is dissolved in 1N NaOH aqueous solution and the mixture obtained is extracted with EtOAc. The pH of the aque...